Dataset: the Open Reaction Database (ORD), a public repository of structured organic reaction records. Task: describe an organic reaction: reactants, conditions, products, and yield Starting materials: O=C(CC(=O)OC)CN1C(CC1SC)=O (Methyl 3-oxo-4-(2-oxo-4-methylthioazetidin-1-yl)butyrate), ClCl (chlorine). The solvent is C(Cl)(Cl)(Cl)Cl (carbon tetrachloride), C(Cl)(Cl)(Cl)Cl (carbon tetrachloride). Reaction conditions: time 10 minute. Yields the product C(=O)(OC)/C(=C/1\CN2C(CC2O1)=O)/Cl ((Z)-3-(Carbmethoxychloromethylene)-4-oxa-1-azabicyclo[3.2.0]heptan-7-one). Isolated yield 119.3%. Reaction SMILES: [O:1]=[C:2]([CH2:8][N:9]1[CH:12](SC)[CH2:11][C:10]1=[O:15])[CH2:3][C:4]([O:6][CH3:7])=[O:5].[Cl:16]Cl>C(Cl)(Cl)(Cl)Cl>[C:4](/[C:3](/[Cl:16])=[C:2]1\[CH2:8][N:9]2[CH:12]([O:1]\1)[CH2:11][C:10]2=[O:15])([O:6][CH3:7])=[O:5]. Procedure details: Methyl 3-oxo-4-(2-oxo-4-methylthioazetidin-1-yl)butyrate (120 mg, 0.52 mmole) was dissolved in dry carbon tetrachloride (15 ml) and the solution was stirred and ice-cooled while chlorine (75 mg, 1.05 mmole) in carbon tetrachloride (1.4 ml) was added in one portion. The cooling bath was removed and stirring was continued for 10 minutes. The solvent was then evaporated under reduced pressure to yield a pale yellow gum (135 mg). Reactants: C(C)(C)(C)OC(=O)N1CCC(CC1)NC1=NC2=CC=CC=C2C(=C1)C (4-(4-methyl-quinolin-2-ylamino)-piperidine-1-carboxylic acid tert-butyl ester), Cl (HCl). Run in O1CCOCC1 (dioxane). The product is Cl.Cl.CC1=CC(=NC2=CC=CC=C12)NC1CCNCC1 ((4-Methyl-quinolin-2-yl)-piperidin-4-yl-amine dihydrochloride). As a reaction SMILES: C(OC([N:8]1[CH2:13][CH2:12][CH:11]([NH:14][C:15]2[CH:24]=[C:23]([CH3:25])[C:22]3[C:17](=[CH:18][CH:19]=[CH:20][CH:21]=3)[N:16]=2)[CH2:10][CH2:9]1)=O)(C)(C)C.[ClH:26]>O1CCOCC1>[ClH:26].[ClH:26].[CH3:25][C:23]1[C:22]2[C:17](=[CH:18][CH:19]=[CH:20][CH:21]=2)[N:16]=[C:15]([NH:14][CH:11]2[CH2:12][CH2:13][NH:8][CH2:9][CH2:10]2)[CH:24]=1 |f:3.4.5|. Procedure details: A solution of 4-(4-methyl-quinolin-2-ylamino)-piperidine-1-carboxylic acid tert-butyl ester (0.54 g, 1.58 mmol) in 4 M HCl in dioxane (50 mL) was stirred at rt for 1 h. The solvent was removed under reduced pressure and the crude product used in the consecutive step without further purification assuming quantitative deprotection and formation of the dihydrochloride salt. MS (ISP): 242.4 [M+H]+.